From a dataset of the Open Reaction Database (ORD), a public repository of structured organic reaction records. describe an organic reaction: reactants, conditions, products, and yield Reactants: C(C)(C)(CC)NNC(=O)N (1-tert-Pentyl semicarbazide), Cl (hydrochloric acid), N(=O)[O-].[Na+] (sodium nitrite). Run in O (water), CO (methanol). The product is C(C)(C)(CC)N(NC(=O)N)N=O (1-tert-Pentyl-1-nitroso semicarbazide). RXN SMILES: [C:1]([NH:6][NH:7][C:8]([NH2:10])=[O:9])([CH2:4][CH3:5])([CH3:3])[CH3:2].[N:11]([O-])=[O:12].[Na+].Cl>O.CO>[C:1]([N:6]([N:11]=[O:12])[NH:7][C:8]([NH2:10])=[O:9])([CH2:4][CH3:5])([CH3:3])[CH3:2] |f:1.2|. Procedure: 1-tert-Pentyl semicarbazide (12 g) in a mixture of 50 ml of water and 25 ml of methanol is cooled in an ice bath and 5.6 g of sodium nitrite are added. Conc. hydrochloric acid is added dropwise to this solution until a pH of 4 to 5 is established. The product is C(CCCCCCC)(=O)OC=1C=C(C(=NC1)C1=CC=C(C=C1)OCCCCCCCC)F (3-fluoro-2-(4-octyloxyphenyl)pyridin-5-yl octanoate). Reaction SMILES: [C:1](Cl)(=[O:9])[CH2:2][CH2:3][CH2:4][CH2:5][CH2:6][CH2:7][CH3:8].[F:11][C:12]1[C:13]([C:19]2[CH:24]=[CH:23][C:22]([O:25][CH2:26][CH2:27][CH2:28][CH2:29][CH2:30][CH2:31][CH2:32][CH3:33])=[CH:21][CH:20]=2)=[N:14][CH:15]=[C:16]([OH:18])[CH:17]=1>N1C=CC=CC=1>[C:1]([O:18][C:16]1[CH:17]=[C:12]([F:11])[C:13]([C:19]2[CH:20]=[CH:21][C:22]([O:25][CH2:26][CH2:27][CH2:28][CH2:29][CH2:30][CH2:31][CH2:32][CH3:33])=[CH:23][CH:24]=2)=[N:14][CH:15]=1)(=[O:9])[CH2:2][CH2:3][CH2:4][CH2:5][CH2:6][CH2:7][CH3:8]. Yield: 64.3%. Procedure details: 1.2 ml (7.1 mmol) of octanoyl chloride are added dropwise at O° C. to 1.5 g (4.7 mmol) of 3-fluoro-5-hydroxy-2-(4octyloxyphenyl)pyridine in 20 ml of pyridine and the mixture is stirred at 0° C. for 3 hours, subsequently poured into ice-water and filtered and the residue is purified by chromatography (silica gel/hexane: ethyl acetate 9:1) and by recrystallization from acetonitrile, giving 1.34 g of 3-fluoro-2-(4-octyloxyphenyl)pyridin-5-yl octanoate. ##STR20## Solvent: N1=CC=CC=C1 (pyridine). Reactants: C(CCCCCCC)(=O)Cl (octanoyl chloride), FC=1C(=NC=C(C1)O)C1=CC=C(C=C1)OCCCCCCCC (3-fluoro-5-hydroxy-2-(4octyloxyphenyl)pyridine), ice water. The reactants are CC1(OC(C(C(O1)=O)=CNC1=NN(C=C1)C)=O)C (2,2-Dimethyl-5-[(1-methyl-1H-pyrazol-3-ylamino)-methylene]-[1,3]dioxane-4,6-dione), C1(=CC=CC=C1)OC1=CC=CC=C1 (diphenyl ether). Run in CC(=O)C (acetone). The product is CN1N=C2NC=CC(C2=C1)=O (2-Methyl-2,7-dihydro-pyrazolo[3,4-b]pyridin-4-one). The yield is 40.4%. Reaction SMILES: CC1(C)O[C:6](=[O:8])[C:5](=[CH:9][NH:10][C:11]2[CH:15]=[CH:14][N:13]([CH3:16])[N:12]=2)C(=O)O1.C1(OC2C=CC=CC=2)C=CC=CC=1>CC(C)=O>[CH3:16][N:13]1[CH:14]=[C:15]2[C:11]([NH:10][CH:9]=[CH:5][C:6]2=[O:8])=[N:12]1. Reported procedure: A mixture of the product of Example 8a (1.50 g, 5.97 mmol) and diphenyl ether (25 mL) was heated under reflux for 1 h, with removal of the resultant acetone by distillation. The solvent was then decanted, and the remaining solid residue was dissolved in dichloromethane (5 mL) and purified by chromatography on silica gel, eluting with a 0-10% MeOH/CH2Cl2 gradient, to provide the title compound (0.360 g, 40% yield). Procedure: A mixture of 3-bromo-5-methyl-4-phenyl-4H-1,2,4-triazole (4.16 g), 15.07 g of piperazine and 20 ml of pyridine is stirred at 100° under nitrogen for 22 h. The reaction is monitored by TLC (8% methanol/methylene chloride) and after this period of time no change occurs. The mixture is subsequently placed in a Parr bomb and heated in an oil bath at 180° for 24 h. Bomb pressure increases by 40 psi. The mixture is worked up by partitioning between chloroform and water. The organic phase is washed wit... Conditions: time 22 hour. RXN SMILES: Br[C:2]1[N:6]([C:7]2[CH:12]=[CH:11][CH:10]=[CH:9][CH:8]=2)[C:5]([CH3:13])=[N:4][N:3]=1.[NH:14]1[CH2:19][CH2:18][NH:17][CH2:16][CH2:15]1.N1C=CC=CC=1>CO.C(Cl)Cl>[CH3:13][C:5]1[N:6]([C:7]2[CH:12]=[CH:11][CH:10]=[CH:9][CH:8]=2)[C:2]([N:14]2[CH2:19][CH2:18][NH:17][CH2:16][CH2:15]2)=[N:3][N:4]=1 |f:3.4|. The product is CC=1N(C(=NN1)N1CCNCC1)C1=CC=CC=C1 (4-[(5-Methyl)-4-phenyl-4H-1,2,4-triazol-3-yl]piperazine). The reactants are BrC1=NN=C(N1C1=CC=CC=C1)C (3-bromo-5-methyl-4-phenyl-4H-1,2,4-triazole), N1CCNCC1 (piperazine), N1=CC=CC=C1 (pyridine). Solvent: CO.C(Cl)Cl (methanol methylene chloride). The reactants are CC(=O)OCCCCCI, CC1=Nc2ccccc2C1(C)C, CCOCC, Clc1ccccc1Cl. Product: CC(=O)OCCCCC[N+]1=C(C)C(C)(C)c2ccccc21, [I-]. RXN SMILES: [C:13]([CH3:14])(=[O:15])[O:16][CH2:17][CH2:18][CH2:19][CH2:20][CH2:21][I:22].[CH3:1][C:2]1=[N:6][c:5]2[c:4]([cH:10][cH:9][cH:8][cH:7]2)[C:3]1([CH3:11])[CH3:12].[CH3:23][CH2:24][O:25][CH2:26][CH3:27].[Cl:28][c:29]1[c:30]([Cl:31])[cH:32][cH:33][cH:34][cH:35]1>>[CH3:1][C:2]1=[N+:6]([CH2:21][CH2:20][CH2:19][CH2:18][CH2:17][O:16][C:13]([CH3:14])=[O:15])[c:5]2[c:4]([cH:10][cH:9][cH:8][cH:7]2)[C:3]1([CH3:11])[CH3:12].[I-:22]. The reactants are C(C)OC(=O)[C@H]1[C@@H]2C[C@H]([C@]([C@H]12)(C(=O)OCC1=CC=CC=C1)N=[N+]=[N-])OCC1=CC=CC=C1 ((1S,2R,3R,5R,6S)-2-azido-3-benzyloxy-bicyclo[3.1.0]hexane-2,6-dicarboxylic acid 2-benzyl ester 6-ethyl ester), P(C)(C)C (Me3P). The solvent is C1CCOC1 (THF), O (H2O), CCOCC (ether). Reaction conditions: time 4 hour. Yields the product C(C)OC(=O)[C@H]1[C@@H]2C[C@H]([C@]([C@H]12)(C(=O)OCC1=CC=CC=C1)N)OCC1=CC=CC=C1 ((1S,2R,3R,5R,6S)-2-amino-3-benzyloxy-bicyclo [3.1.0]hexane-2,6-dicarboxylic acid 2-benzyl ester 6-ethyl ester). The yield is 51.3%. Reaction SMILES: [CH2:1]([O:3][C:4]([C@@H:6]1[C@@H:11]2[C@H:7]1[CH2:8][C@@H:9]([O:25][CH2:26][C:27]1[CH:32]=[CH:31][CH:30]=[CH:29][CH:28]=1)[C@@:10]2([N:22]=[N+]=[N-])[C:12]([O:14][CH2:15][C:16]1[CH:21]=[CH:20][CH:19]=[CH:18][CH:17]=1)=[O:13])=[O:5])[CH3:2].P(C)(C)C>C1COCC1.O.CCOCC>[CH2:1]([O:3][C:4]([C@@H:6]1[C@@H:11]2[C@H:7]1[CH2:8][C@@H:9]([O:25][CH2:26][C:27]1[CH:28]=[CH:29][CH:30]=[CH:31][CH:32]=1)[C@@:10]2([NH2:22])[C:12]([O:14][CH2:15][C:16]1[CH:17]=[CH:18][CH:19]=[CH:20][CH:21]=1)=[O:13])=[O:5])[CH3:2]. Procedure: To a solution of (1S,2R,3R,5R,6S)-2-azido-3-benzyloxy-bicyclo[3.1.0]hexane-2,6-dicarboxylic acid 2-benzyl ester 6-ethyl ester (XXIII-3) (120 mg, 0.276 mmol) in THF (4 mL) and H2O (0.4 mL) was added Me3P (0.30 mL, 0.30 mmol, 1 M sol. in THF) and stirring was continued at 23° C. for 4 h. The reaction mixture was diluted with ether, washed with sat. NaHCO3 -sol., brine and dried over Na2SO4. The crude product was purified by silica gel column chromatography with hexane/EtOAc 1:1 (+small amount of E...